From a dataset of the Open Reaction Database (ORD), a public repository of structured organic reaction records. describe an organic reaction: reactants, conditions, products, and yield The solvent is CCCCCC (hexane), C(Cl)(Cl)Cl (CHCl3). Procedure: To a cooled mixture of 143 g of 6-amino-2-tert-butyl-5-morpholinobenzothiazole and 168 g of sodium bicarbonate in 200 ml of CHCl3 is added 75 g of thiophosgene under stirring. The stirring is continued at ambient temperature for 10 hours. The solide are filtered off and the filtrate is evaporated. The solid thus obtained is dissolved in hexane and filtered through a silica gel column. The filtrate is evaporated to give 2-tert-butyl-6-isothiocyanato-5-[morpholin-4-yl]benzothiazole melting at 141°... Starting materials: NC1=CC2=C(N=C(S2)C(C)(C)C)C=C1N1CCOCC1 (6-amino-2-tert-butyl-5-morpholinobenzothiazole), C([O-])(O)=O.[Na+] (sodium bicarbonate), C(=S)(Cl)Cl (thiophosgene). Conditions: time 10 hour. The product is C(C)(C)(C)C=1SC2=C(N1)C=C(C(=C2)N=C=S)N2CCOCC2 (2-tert-butyl-6-isothiocyanato-5-[morpholin-4-yl]benzothiazole). Reaction SMILES: [NH2:1][C:2]1[C:14]([N:15]2[CH2:20][CH2:19][O:18][CH2:17][CH2:16]2)=[CH:13][C:5]2[N:6]=[C:7]([C:9]([CH3:12])([CH3:11])[CH3:10])[S:8][C:4]=2[CH:3]=1.C(=O)(O)[O-].[Na+].[C:26](Cl)(Cl)=[S:27]>C(Cl)(Cl)Cl.CCCCCC>[C:9]([C:7]1[S:8][C:4]2[CH:3]=[C:2]([N:1]=[C:26]=[S:27])[C:14]([N:15]3[CH2:16][CH2:17][O:18][CH2:19][CH2:20]3)=[CH:13][C:5]=2[N:6]=1)([CH3:12])([CH3:11])[CH3:10] |f:1.2|. Reactants: C(C)OC(=O)C1=CNC(=C1)C(\C=C\N(C)C)=O (5-((E)-3-Dimethylamino-acryloyl)-1H-pyrrole-3-carboxylic acid ethyl ester), COC1=C(C=CC(=C1)N1CCN(CC1)C)NC(=N)N.C(C)O (ethanol N-[2-Methoxy-4-(4-methyl-piperazin-1-yl)-phenyl]-guanidine). Solvent: O (water). Reaction conditions: temperature 110 celsius. Product: C(C)OC(=O)C1=CNC(=C1)C1=NC(=NC=C1)NC1=C(C=C(C=C1)N1CCN(CC1)C)OC (5-{2-[2-Methoxy-4-(4-methyl-piperazin-1-yl)-phenylamino]-pyrimidin-4-yl}-1H-pyrrole-3-carboxylic acid ethyl ester). The yield is 57.3%. As a reaction SMILES: [CH2:1]([O:3][C:4]([C:6]1[CH:10]=[C:9]([C:11](=O)/[CH:12]=[CH:13]/N(C)C)[NH:8][CH:7]=1)=[O:5])[CH3:2].[CH3:18][O:19][C:20]1[CH:25]=[C:24]([N:26]2[CH2:31][CH2:30][N:29]([CH3:32])[CH2:28][CH2:27]2)[CH:23]=[CH:22][C:21]=1[NH:33][C:34]([NH2:36])=[NH:35].C(O)C>O>[CH2:1]([O:3][C:4]([C:6]1[CH:10]=[C:9]([C:11]2[CH:12]=[CH:13][N:36]=[C:34]([NH:33][C:21]3[CH:22]=[CH:23][C:24]([N:26]4[CH2:31][CH2:30][N:29]([CH3:32])[CH2:28][CH2:27]4)=[CH:25][C:20]=3[O:19][CH3:18])[N:35]=2)[NH:8][CH:7]=1)=[O:5])[CH3:2] |f:1.2|. Procedure: To a suspension of 5-((E)-3-Dimethylamino-acryloyl)-1H-pyrrole-3-carboxylic acid ethyl ester (1.7 g, 7.20 mmol) in 30 mL of ethanol N-[2-Methoxy-4-(4-methyl-piperazin-1-yl)-phenyl]-guanidine (1.9 g, 7.20 mmol) was added. The mixture was heated to 110° C. overnight. The resulting mixture was cooled at room temperature and diluted with water (70 mL). The solid was isolated by filtration, washed with 10 mL of water, dried in a vacuum oven at 40° C. affording to give 1.8 g (57% yield) of the title c... Run at time 5 minute. Procedure: A quantity of 6.16 g (0.027 mole) of 85% m-chloroperbenzoic acid was added to a solution of 6.6 g (0.03 mole) of 1-methyl-3-(methylsulfinyl)-4(1H)-cinnolinone in 100 ml of chloroform. The temperature rose to 45° C. After 5 minutes the solution was brought to reflux for 5 minutes, cooled, mixed with 200 ml of 5% sodium bicarbonate and stirred for 10 minutes. Additional chloroform (300 ml) was added to dissolve the separated product. The organic layer was separated, dried over anhydrous potassium ... The reactants are ClC1=CC(=CC=C1)C(=O)OO (m-chloroperbenzoic acid), CN1N=C(C(C2=CC=CC=C12)=O)S(=O)C (1-methyl-3-(methylsulfinyl)-4(1H)-cinnolinone), C([O-])(O)=O.[Na+] (sodium bicarbonate). Product: CN1N=C(C(C2=CC=CC=C12)=O)S(=O)(=O)C (1-Methyl-3-(methylsulfonyl)-4(1H)-cinnolinone). Solvent: C(Cl)(Cl)Cl (chloroform), C(Cl)(Cl)Cl (chloroform). Yield: 104.1%. As a reaction SMILES: ClC1C=CC=C(C(OO)=[O:9])C=1.[CH3:12][N:13]1[C:22]2[C:17](=[CH:18][CH:19]=[CH:20][CH:21]=2)[C:16](=[O:23])[C:15]([S:24]([CH3:26])=[O:25])=[N:14]1.C(=O)(O)[O-].[Na+]>C(Cl)(Cl)Cl>[CH3:12][N:13]1[C:22]2[C:17](=[CH:18][CH:19]=[CH:20][CH:21]=2)[C:16](=[O:23])[C:15]([S:24]([CH3:26])(=[O:9])=[O:25])=[N:14]1 |f:2.3|. The reactants are CN(C=1C=CC=C2C=C(NC12)C=1SC(CN1)CC(=O)O)S(=O)(=O)C=1SC=CC1 ((2-{7-[methyl(2-thienylsulfonyl)amino]-1H-indol-2-yl}-4,5-dihydro-1,3-thiazol-5-yl)acetic acid), N1(N=NC2=C1C=CC=C2)O (1H-1,2,3-benzotriazol-1-ol), Cl.CN(CCCN=C=NCC)C (N-[3-(dimethylamino)propyl]-N′-ethylcarbodiimide hydrochloride), C(C)N(C(C)C)C(C)C (N-ethyldiisopropylamine), N1CCOCC1 (morpholine). Solvent: O (Water), CN(C=O)C (N,N-dimethylformamide). Run at time 20 hour. Yields the product CN(S(=O)(=O)C=1SC=CC1)C=1C=CC=C2C=C(NC12)C=1SC(CN1)CC(=O)N1CCOCC1 (N-methyl-N-{2-[5-(2-morpholino-2-oxoethyl)-4,5-dihydro-1,3-thiazol-2-yl]-1H-indol-7-yl}thiophene-2-sulfonamide). Isolated yield 57.0%. As a reaction SMILES: [CH3:1][N:2]([S:21]([C:24]1[S:25][CH:26]=[CH:27][CH:28]=1)(=[O:23])=[O:22])[C:3]1[CH:4]=[CH:5][CH:6]=[C:7]2[C:11]=1[NH:10][C:9]([C:12]1[S:13][CH:14]([CH2:17][C:18]([OH:20])=O)[CH2:15][N:16]=1)=[CH:8]2.N1(O)C2C=CC=CC=2N=N1.Cl.CN(C)CCCN=C=NCC.C(N(C(C)C)C(C)C)C.[NH:60]1[CH2:65][CH2:64][O:63][CH2:62][CH2:61]1>CN(C)C=O.O>[CH3:1][N:2]([C:3]1[CH:4]=[CH:5][CH:6]=[C:7]2[C:11]=1[NH:10][C:9]([C:12]1[S:13][CH:14]([CH2:17][C:18]([N:60]3[CH2:65][CH2:64][O:63][CH2:62][CH2:61]3)=[O:20])[CH2:15][N:16]=1)=[CH:8]2)[S:21]([C:24]1[S:25][CH:26]=[CH:27][CH:28]=1)(=[O:22])=[O:23] |f:2.3|. Procedure: To a solution of (2-{7-[methyl(2-thienylsulfonyl)amino]-1H-indol-2-yl}-4,5-dihydro-1,3-thiazol-5-yl)acetic acid (0.150 g) in N,N-dimethylformamide (6 mL) were added 1H-1,2,3-benzotriazol-1-ol (0.063 g), N-[3-(dimethylamino)propyl]-N′-ethylcarbodiimide hydrochloride (0.079 g), N-ethyldiisopropylamine (0.12 mL) and morpholine (0.06 mL), and the mixture was stirred at room temperature for 20 hr. Water was added to the reaction mixture, and the mixture was extracted with ethyl acetate. The extract w... Starting materials: CN(CCBr)C(=O)OC(C)(C)C, O=C([O-])[O-], COc1ccccc1CNC(=O)c1cc(C(F)(F)F)nn1CC1CCNCC1, [K+], [K+], CN(C)C=O, CN(CCO)C(=O)OC(C)(C)C. Product: COc1ccccc1CNC(=O)c1cc(C(F)(F)F)nn1CC1CCN(CCN(C)C(=O)OC(C)(C)C)CC1. Reaction SMILES: [Br:35][CH2:36][CH2:37][N:38]([C:39]([O:40][C:41]([CH3:42])([CH3:43])[CH3:44])=[O:45])[CH3:46].[C:29](=[O:30])([O-:31])[O-:32].[CH3:1][O:2][c:3]1[c:4]([CH2:5][NH:6][C:7](=[O:8])[c:9]2[cH:10][c:11]([C:21]([F:22])([F:23])[F:24])[n:12][n:13]2[CH2:14][CH:15]2[CH2:16][CH2:17][NH:18][CH2:19][CH2:20]2)[cH:25][cH:26][cH:27][cH:28]1.[K+:33].[K+:34].[O:59]=[CH:60][N:61]([CH3:62])[CH3:63].[OH:47][CH2:48][CH2:49][N:50]([CH3:51])[C:52](=[O:53])[O:54][C:55]([CH3:56])([CH3:57])[CH3:58]>>[CH3:1][O:2][c:3]1[c:4]([CH2:5][NH:6][C:7](=[O:8])[c:9]2[cH:10][c:11]([C:21]([F:22])([F:23])[F:24])[n:12][n:13]2[CH2:14][CH:15]2[CH2:16][CH2:17][N:18]([CH2:36][CH2:37][N:38]([C:39]([O:40][C:41]([CH3:42])([CH3:43])[CH3:44])=[O:45])[CH3:46])[CH2:19][CH2:20]2)[cH:25][cH:26][cH:27][cH:28]1.